describe an organic reaction: reactants, conditions, products, and yield From a dataset of the Open Reaction Database (ORD), a public repository of structured organic reaction records. Starting materials: BrC=1C=C2C(=C(C=NC2=CC1)C(=O)C1CC1)NC=1C=CC(=NC1)N1C[C@H](CCC1)NC(OC(C)(C)C)=O ((S)-tert-butyl 1-(5-(6-bromo-3-(cyclopropanecarbonyl)quinoline-4-ylamino)pyridin-2-yl)piperidin-3-ylcarbamate), ClC1=C(C(=CC(=C1)B1OC(C(O1)(C)C)(C)C)OC)O (2-chloro-6-methoxy-4-(4,4,5,5-tetramethyl-1,3,2-dioxaborolan-2-yl)phenol). Yields the product N[C@@H]1CN(CCC1)C1=CC=C(C=N1)NC1=C(C=NC2=CC=C(C=C12)C1=CC(=C(C(=C1)OC)O)Cl)C(=O)C1CC1 ((S)-(4-(6-(3-aminopiperidin-1-yl)pyridin-3-ylamino)-6-(3-chloro-4-hydroxy-5-methoxyphenyl)quinolin-3-yl)(cyclopropyl)methanone). Isolated yield 45.4%. Reaction SMILES: Br[C:2]1[CH:3]=[C:4]2[C:9](=[CH:10][CH:11]=1)[N:8]=[CH:7][C:6]([C:12]([CH:14]1[CH2:16][CH2:15]1)=[O:13])=[C:5]2[NH:17][C:18]1[CH:19]=[CH:20][C:21]([N:24]2[CH2:29][CH2:28][CH2:27][C@H:26]([NH:30]C(=O)OC(C)(C)C)[CH2:25]2)=[N:22][CH:23]=1.[Cl:38][C:39]1[CH:44]=[C:43](B2OC(C)(C)C(C)(C)O2)[CH:42]=[C:41]([O:54][CH3:55])[C:40]=1[OH:56]>>[NH2:30][C@H:26]1[CH2:27][CH2:28][CH2:29][N:24]([C:21]2[N:22]=[CH:23][C:18]([NH:17][C:5]3[C:4]4[C:9](=[CH:10][CH:11]=[C:2]([C:43]5[CH:42]=[C:41]([O:54][CH3:55])[C:40]([OH:56])=[C:39]([Cl:38])[CH:44]=5)[CH:3]=4)[N:8]=[CH:7][C:6]=3[C:12]([CH:14]3[CH2:15][CH2:16]3)=[O:13])=[CH:19][CH:20]=2)[CH2:25]1. Reported procedure: Following general procedure D, (S)-tert-butyl 1-(5-(6-bromo-3-(cyclopropanecarbonyl)quinoline-4-ylamino)pyridin-2-yl)piperidin-3-ylcarbamate (100 mg, 0.17 mmol) was reacted with 2-chloro-6-methoxy-4-(4,4,5,5-tetramethyl-1,3,2-dioxaborolan-2-yl)phenol (74 mg, 0.26 mmol) to obtain the protected intermediate which was subjected to general procedure A-2 to afford the desired product (42 mg, 45% over 2 steps) as an orange-yellow solid: 1H NMR (500 MHz, MeOD+TFA-d) δ 9.40 (br s, 1H), 8.28-8.20 (m, 2H)... The reactants are C1CCOC1, ClCCl, Cl, [Li+], COC(=O)c1cccc(-c2cnc(C(=O)CCc3ccc(-c4ccc(CN5CCCCC5)cc4)cc3)o2)n1, [OH-], O. RXN SMILES: [CH2:42]1[O:43][CH2:44][CH2:45][CH2:46]1.[Cl:48][CH2:49][Cl:50].[ClH:41].[Li+:40].[N:1]1([CH2:7][c:8]2[cH:9][cH:10][c:11](-[c:14]3[cH:15][cH:16][c:17]([CH2:20][CH2:21][C:22](=[O:23])[c:24]4[o:25][c:26](-[c:29]5[cH:30][cH:31][cH:32][c:33]([C:35](=[O:36])[O:37][CH3:38])[n:34]5)[cH:27][n:28]4)[cH:18][cH:19]3)[cH:12][cH:13]2)[CH2:2][CH2:3][CH2:4][CH2:5][CH2:6]1.[OH-:39].[OH2:47]>>[N:1]1([CH2:7][c:8]2[cH:9][cH:10][c:11](-[c:14]3[cH:15][cH:16][c:17]([CH2:20][CH2:21][C:22](=[O:23])[c:24]4[o:25][c:26](-[c:29]5[cH:30][cH:31][cH:32][c:33]([C:35](=[O:36])[OH:37])[n:34]5)[cH:27][n:28]4)[cH:18][cH:19]3)[cH:12][cH:13]2)[CH2:2][CH2:3][CH2:4][CH2:5][CH2:6]1. Yields the product O=C(O)c1cccc(-c2cnc(C(=O)CCc3ccc(-c4ccc(CN5CCCCC5)cc4)cc3)o2)n1. Reactants: C(C)(=O)OCC (Ethyl acetate), NCC(=O)N[C@@H]1CN(CC1)C(=O)OC(C)(C)C (tert-butyl (3S)-3-(2-aminoacetylamino)-1-pyrrolidinecarboxylate), [N+](=O)([O-])C1=CC=C(COC(=O)N=C(N2N=CC=C2)NC(OCC2=CC=C(C=C2)[N+](=O)[O-])=O)C=C1 (4-nitrobenzyl [(4-nitrobenzyloxy)carbonylimino-pyrazol-1-ylmethyl]carbamate). Solvent: O1CCCC1 (tetrahydrofuran), O1CCCC1 (tetrahydrofuran). Run at time 30 minute. The product is [N+](=O)([O-])C1=CC=C(COC(=O)N=C(NCC(=O)N[C@@H]2CN(CC2)C(=O)OC(C)(C)C)NC(=O)OCC2=CC=C(C=C2)[N+](=O)[O-])C=C1 (tert-Butyl (3S)-3-[2-[2,3-di(4-nitrobenzyloxycarbonyl)guanidino]acetylamino]-1-pyrrolidinecarboxylate). RXN SMILES: [NH2:1][CH2:2][C:3]([NH:5][C@H:6]1[CH2:10][CH2:9][N:8]([C:11]([O:13][C:14]([CH3:17])([CH3:16])[CH3:15])=[O:12])[CH2:7]1)=[O:4].[N+:18]([C:21]1[CH:51]=[CH:50][C:24]([CH2:25][O:26][C:27]([N:29]=[C:30]([NH:36][C:37](=[O:49])[O:38][CH2:39][C:40]2[CH:45]=[CH:44][C:43]([N+:46]([O-:48])=[O:47])=[CH:42][CH:41]=2)N2C=CC=N2)=[O:28])=[CH:23][CH:22]=1)([O-:20])=[O:19].C(OCC)(=O)C>O1CCCC1>[N+:18]([C:21]1[CH:22]=[CH:23][C:24]([CH2:25][O:26][C:27]([N:29]=[C:30]([NH:36][C:37]([O:38][CH2:39][C:40]2[CH:45]=[CH:44][C:43]([N+:46]([O-:48])=[O:47])=[CH:42][CH:41]=2)=[O:49])[NH:1][CH2:2][C:3]([NH:5][C@H:6]2[CH2:10][CH2:9][N:8]([C:11]([O:13][C:14]([CH3:17])([CH3:16])[CH3:15])=[O:12])[CH2:7]2)=[O:4])=[O:28])=[CH:50][CH:51]=1)([O-:20])=[O:19]. Reported procedure: To a solution of tert-butyl (3S)-3-(2-aminoacetylamino)-1-pyrrolidinecarboxylate (3.07 g) in anhydrous tetrahydrofuran (45 ml), a solution of 4-nitrobenzyl [(4-nitrobenzyloxy)carbonylimino-pyrazol-1-ylmethyl]carbamate (5.38 g) in tetrahydrofuran (35 ml) was added under ice cooling, followed by stirring at room temperature for 30 minutes. Ethyl acetate was added to the reaction mixture. The resulting mixture was washed with water, an aqueous solution of potassium hydrogensulfate and saturated sal... The reactants are Cl (HCl), C(C)OC(=O)C1=C(N=C(S1)C1=CC2=NC=CC(=C2S1)Cl)C (2-(7-chloro-thieno[3,2-b]pyridin-2-yl)-4-methyl-thiazole-5-carboxylic acid ethyl ester), C1CCOC1 (THF), [OH-].[K+] (potassium hydroxide). Run in C(C)O (ethanol). Yields the product ClC1=C2C(=NC=C1)C=C(S2)C=2SC(=C(N2)C)C(=O)O (2-(7-chloro-thieno[3,2-b]pyridin-2-yl)-4-methyl-thiazole-5-carboxylic acid). Isolated yield 71.7%. RXN SMILES: C([O:3][C:4]([C:6]1[S:10][C:9]([C:11]2[S:19][C:18]3[C:13](=[N:14][CH:15]=[CH:16][C:17]=3[Cl:20])[CH:12]=2)=[N:8][C:7]=1[CH3:21])=[O:5])C.C1COCC1.[OH-].[K+].Cl>C(O)C>[Cl:20][C:17]1[CH:16]=[CH:15][N:14]=[C:13]2[CH:12]=[C:11]([C:9]3[S:10][C:6]([C:4]([OH:5])=[O:3])=[C:7]([CH3:21])[N:8]=3)[S:19][C:18]=12 |f:2.3|. Procedure details: To a solution of 15.2 g (46.2 mmol) 2-(7-chloro-thieno[3,2-b]pyridin-2-yl)-4-methyl-thiazole-5-carboxylic acid ethyl ester, 80 mL of THF and 20 mL of absolute ethanol was added (13 g, 231 mmol) freshly ground potassium hydroxide. The reaction was stirred at room temperature for sixteen hours. The reaction was cooled to 0° C. and the pH was adjusted to pH 3 with conc HCl. The resulting yellow precipitate was filtered and dried to give 2-(7-chloro-thieno[3,2-b]pyridin-2-yl)-4-methyl-thiazole-5-car...